From a dataset of the Open Reaction Database (ORD), a public repository of structured organic reaction records. describe an organic reaction: reactants, conditions, products, and yield Starting materials: C([O-])(O)=O.[Na+] (sodium bicarbonate), BrC=1C=C(C(=O)OC)C=C(C1)C1=NC=C(C=C1)C (methyl 3-bromo-5-(5-methylpyridin-2-yl)benzoate), [F-].[Cs+] (cesium fluoride), C(CCC)[Sn](C=1OC=CN1)(CCCC)CCCC (2-(tributylstannyl)-1,3-oxazole). Reagents/catalysts: [Pd].C(C)(C)(C)P(C(C)(C)C)C(C)(C)C.C(C)(C)(C)P(C(C)(C)C)C(C)(C)C (Bis(tri-t-butylphosphine) palladium). Run in C(C)(=O)OCC (Ethyl acetate), O1CCOCC1 (1,4-dioxane). Reaction conditions: temperature 90 celsius. The product is CC=1C=CC(=NC1)C=1C=C(C(=O)OC)C=C(C1)C=1OC=CN1 (Methyl 3-(5-methylpyridin-2-yl)-5-(1,3-oxazol-2-yl)benzoate). The yield is 103.9%. RXN SMILES: Br[C:2]1[CH:3]=[C:4]([CH:9]=[C:10]([C:12]2[CH:17]=[CH:16][C:15]([CH3:18])=[CH:14][N:13]=2)[CH:11]=1)[C:5]([O:7][CH3:8])=[O:6].[F-].[Cs+].C([Sn](CCCC)(CCCC)[C:26]1[O:27][CH:28]=[CH:29][N:30]=1)CCC.C(=O)(O)[O-].[Na+]>O1CCOCC1.[Pd].C(P(C(C)(C)C)C(C)(C)C)(C)(C)C.C(P(C(C)(C)C)C(C)(C)C)(C)(C)C.C(OCC)(=O)C>[CH3:18][C:15]1[CH:16]=[CH:17][C:12]([C:10]2[CH:9]=[C:4]([CH:3]=[C:2]([C:26]3[O:27][CH:28]=[CH:29][N:30]=3)[CH:11]=2)[C:5]([O:7][CH3:8])=[O:6])=[N:13][CH:14]=1 |f:1.2,4.5,7.8.9|. Procedure: To a degassed solution of methyl 3-bromo-5-(5-methylpyridin-2-yl)benzoate (1.0 g, 3.27 mmol) in 1,4-dioxane (20 mL) was added cesium fluoride (1.49 g, 9.80 mmol), 2-(tributylstannyl)-1,3-oxazole (2.34 g, 6.53 mmol) and Bis(tri-t-butylphosphine) palladium (83 mg, 0.163 mmol). The mixture was heated to 90° C. under nitrogen for 16 h, after which the reaction was cooled to 20° C. Ethyl acetate (200 mL) and saturated sodium bicarbonate solution (200 mL) were added. The organic layer was isolated and... Starting materials: [H-].[Na+] (Sodium hydride), BrC1=CC=2OC([C@H]([C@@H](C2S1)N1C(CCCC1)=O)O)(C)C (trans-2-bromo-5,6-dihydro-6-hydroxy-5,5-dimethyl-7-(2-oxopiperidin-1-yl)-7H-thieno-[3,2-b]pyran), O (water), C(C1=CC=CC=C1)Br (Benzylbromide), resultant solution, IR(KBr). Run in CN(C)C=O (DMF). Run at time 30 minute. Product: C(C1=CC=CC=C1)O[C@H]1[C@@H](C2=C(OC1(C)C)C=C(S2)Br)N2C(CCCC2)=O (trans-6-Benzyloxy-2-bromo-5,6-dihydro-5,5-dimethyl-7-(2-oxopiperidin-1-yl) -7H-thieno[3,2-b]pyran). RXN SMILES: [H-].[Na+].[Br:3][C:4]1[S:12][C:11]2[C@@H:10]([N:13]3[CH2:18][CH2:17][CH2:16][CH2:15][C:14]3=[O:19])[C@H:9]([OH:20])[C:8]([CH3:22])([CH3:21])[O:7][C:6]=2[CH:5]=1.[CH2:23](Br)[C:24]1[CH:29]=[CH:28][CH:27]=[CH:26][CH:25]=1.O>CN(C=O)C>[CH2:23]([O:20][C@@H:9]1[C:8]([CH3:22])([CH3:21])[O:7][C:6]2[CH:5]=[C:4]([Br:3])[S:12][C:11]=2[C@H:10]1[N:13]1[CH2:18][CH2:17][CH2:16][CH2:15][C:14]1=[O:19])[C:24]1[CH:29]=[CH:28][CH:27]=[CH:26][CH:25]=1 |f:0.1|. Procedure: Sodium hydride (60% in mineral oil, 0.47 g, 11.7 mmol) was added to a solution of trans-2-bromo-5,6-dihydro-6-hydroxy-5,5-dimethyl-7-(2-oxopiperidin-1-yl)-7H-thieno-[3,2-b]pyran (4.0 g, 11.1 mmol) in DMF (50 mL) at 0° C. and stirred at rt for 30 min. Benzylbromide (1.45 mL, 12.2 mmol) was added to the resultant solution and stirred at rt for 2 h. The solution was poured into water (200 mL) and extracted into dichloromethane. The organic phase was washed several times with water and dried over ma... Starting materials: C(C)(C)(C)C=1N=C(C=2N(C1)C(NN2)=O)Cl (6-tert-butyl-8-chloro-2H-[1,2,4]triazolo[4,3-a]pyrazin-3-one), COC1=CC=C(C=N1)CCN (2-(6-methoxy-pyridin-3-yl)-ethylamine). The solvent is C1CCOC1 (THF). Yields the product C(C)(C)(C)C=1N=C(C=2N(C1)C(NN2)=O)NCCC=2C=NC(=CC2)OC (6-tert-Butyl-8-[2-(6-methoxy-pyridin-3-yl)-ethylamino]-2H-[1,2,4]triazolo[4,3-a]pyrazin-3-one). RXN SMILES: [C:1]([C:5]1[N:6]=[C:7](Cl)[C:8]2[N:9]([C:11](=[O:14])[NH:12][N:13]=2)[CH:10]=1)([CH3:4])([CH3:3])[CH3:2].[CH3:16][O:17][C:18]1[N:23]=[CH:22][C:21]([CH2:24][CH2:25][NH2:26])=[CH:20][CH:19]=1>C1COCC1>[C:1]([C:5]1[N:6]=[C:7]([NH:26][CH2:25][CH2:24][C:21]2[CH:22]=[N:23][C:18]([O:17][CH3:16])=[CH:19][CH:20]=2)[C:8]2[N:9]([C:11](=[O:14])[NH:12][N:13]=2)[CH:10]=1)([CH3:4])([CH3:3])[CH3:2]. Procedure details: A solution of 50 mg of 6-tert-butyl-8-chloro-2H-[1,2,4]triazolo[4,3-a]pyrazin-3-one and 68 mg of 2-(6-methoxy-pyridin-3-yl)-ethylamine in THF (2 mL) was heated in a microwave apparatus (Emrys-Optimizer®, Personal Chemistry Inc., 2 Hampshire St., Suite 100, Foxboro, Mass.) at 150° C. for 10 min. The solvent was removed and the residue was purified by silica gel chromatography to afford the title compound as a white solid after trituration. MS (M+H+)=343.3. Reaction SMILES: [C:32](=[O:33])([OH:34])[O-:35].[CH3:37][C:38]#[N:39].[Cl:18][CH2:19][c:20]1[n:21][c:22](-[c:25]2[cH:26][cH:27][c:28]([Cl:31])[cH:29][cH:30]2)[s:23][cH:24]1.[NH2:1][c:2]1[n:3][c:4]([SH:17])[c:5]([C:15]#[N:16])[c:6](-[c:10]2[cH:11][n:12][cH:13][s:14]2)[c:7]1[C:8]#[N:9].[Na+:36].[O:40]=[CH:41][N:42]([CH3:43])[CH3:44].[OH2:45]>>[NH2:1][c:2]1[n:3][c:4]([S:17][CH2:19][c:20]2[n:21][c:22](-[c:25]3[cH:26][cH:27][c:28]([Cl:31])[cH:29][cH:30]3)[s:23][cH:24]2)[c:5]([C:15]#[N:16])[c:6](-[c:10]2[cH:11][n:12][cH:13][s:14]2)[c:7]1[C:8]#[N:9]. Starting materials: O=C([O-])O, CC#N, ClCc1csc(-c2ccc(Cl)cc2)n1, N#Cc1c(N)nc(S)c(C#N)c1-c1cncs1, [Na+], CN(C)C=O, O. Yields the product N#Cc1c(N)nc(SCc2csc(-c3ccc(Cl)cc3)n2)c(C#N)c1-c1cncs1. The reactants are S(N)(=O)(=O)C1=CC=C(C=O)C=C1 (4-sulfamoylbenzaldehyde), FC1=CC=C(N)C=C1 (4-fluoroaniline). Yields the product FC1=CC=C(N=CC2=CC=C(C=C2)S(N)(=O)=O)C=C1 (4-Fluoro-N-(4-sulfamoylbenzylidene)aniline), crystals. Yield: 25.0%. As a reaction SMILES: [S:1]([C:5]1[CH:12]=[CH:11][C:8]([CH:9]=O)=[CH:7][CH:6]=1)(=[O:4])(=[O:3])[NH2:2].[F:13][C:14]1[CH:20]=[CH:19][C:17]([NH2:18])=[CH:16][CH:15]=1>>[F:13][C:14]1[CH:20]=[CH:19][C:17]([N:18]=[CH:9][C:8]2[CH:11]=[CH:12][C:5]([S:1](=[O:4])(=[O:3])[NH2:2])=[CH:6][CH:7]=2)=[CH:16][CH:15]=1. Procedure: Following a procedure similar to that described in Example 1(i), but using 4-sulfamoylbenzaldehyde and 4-fluoroaniline as starting materials, the title compound was obtained as white prismatic crystals (yield 25%). The reactants are [BH4-], COC(=O)c1ccc(C#N)cc1OCCNC(=O)OC(C)(C)C, [Li+], C1CCOC1. Yields the product CC(C)(C)OC(=O)NCCOc1cc(C#N)ccc1CO. As a reaction SMILES: [BH4-:24].[C:1]([CH3:2])([CH3:3])([CH3:4])[O:5][C:6](=[O:7])[NH:8][CH2:9][CH2:10][O:11][c:12]1[c:13]([C:14](=[O:15])[O:16][CH3:17])[cH:18][cH:19][c:20]([C:22]#[N:23])[cH:21]1.[Li+:25].[O:26]1[CH2:27][CH2:28][CH2:29][CH2:30]1>>[C:1]([CH3:2])([CH3:3])([CH3:4])[O:5][C:6](=[O:7])[NH:8][CH2:9][CH2:10][O:11][c:12]1[c:13]([CH2:14][OH:15])[cH:18][cH:19][c:20]([C:22]#[N:23])[cH:21]1. Starting materials: CS(=O)(=O)c1nc(Nc2ccccc2)cc(-n2nc(Nc3ccccc3)nc2N)n1, CCOCC, CS(C)=O, N#C[K]. Yields the product N#Cc1nc(Nc2ccccc2)cc(-n2nc(Nc3ccccc3)nc2N)n1. RXN SMILES: [CH3:1][S:2](=[O:3])(=[O:4])[c:5]1[n:6][c:7]([NH:24][c:25]2[cH:26][cH:27][cH:28][cH:29][cH:30]2)[cH:8][c:9](-[n:11]2[n:12][c:13]([NH:17][c:18]3[cH:19][cH:20][cH:21][cH:22][cH:23]3)[n:14][c:15]2[NH2:16])[n:10]1.[CH3:34][CH2:35][O:36][CH2:37][CH3:38].[CH3:39][S:40]([CH3:41])=[O:42].[K:31][C:32]#[N:33]>>[c:5]1([C:32]#[N:33])[n:6][c:7]([NH:24][c:25]2[cH:26][cH:27][cH:28][cH:29][cH:30]2)[cH:8][c:9](-[n:11]2[n:12][c:13]([NH:17][c:18]3[cH:19][cH:20][cH:21][cH:22][cH:23]3)[n:14][c:15]2[NH2:16])[n:10]1. The reactants are N#Cc1cnc2ccc(N)cc2c1Nc1cccc(Br)c1, O=C(O)C#CCN1CCOCC1, C1CCOC1, c1ccncc1. Product: N#Cc1cnc2ccc(NC(=O)C#CCN3CCOCC3)cc2c1Nc1cccc(Br)c1. Reaction SMILES: [NH2:13][c:14]1[cH:15][c:16]2[c:17]([NH:26][c:27]3[cH:28][c:29]([Br:33])[cH:30][cH:31][cH:32]3)[c:18]([C:24]#[N:25])[cH:19][n:20][c:21]2[cH:22][cH:23]1.[O:1]1[CH2:2][CH2:3][N:4]([CH2:7][C:8]#[C:9][C:10](=[O:11])[OH:12])[CH2:5][CH2:6]1.[O:34]1[CH2:35][CH2:36][CH2:37][CH2:38]1.[cH:39]1[cH:40][cH:41][n:42][cH:43][cH:44]1>>[O:1]1[CH2:2][CH2:3][N:4]([CH2:7][C:8]#[C:9][C:10](=[O:12])[NH:13][c:14]2[cH:15][c:16]3[c:17]([NH:26][c:27]4[cH:28][c:29]([Br:33])[cH:30][cH:31][cH:32]4)[c:18]([C:24]#[N:25])[cH:19][n:20][c:21]3[cH:22][cH:23]2)[CH2:5][CH2:6]1.